From a dataset of the Open Reaction Database (ORD), a public repository of structured organic reaction records. describe an organic reaction: reactants, conditions, products, and yield Starting materials: [N+](=O)([O-])C1=C(C=C(C=C1)N1C=NN=C1)C(F)(F)F (4-(4-nitro-3-trifluoromethylphenyl)-1,2,4-triazole), C.[H][H] (charcoal H2). Product: NC1=C(C=C(C=C1)N1C=NN=C1)C(F)(F)F (4-(4-Amino-3-trifluoromethylphenyl)-1,2,4-triazole). As a reaction SMILES: [N+:1]([C:4]1[CH:9]=[CH:8][C:7]([N:10]2[CH:14]=[N:13][N:12]=[CH:11]2)=[CH:6][C:5]=1[C:15]([F:18])([F:17])[F:16])([O-])=O.C.[H][H]>>[NH2:1][C:4]1[CH:9]=[CH:8][C:7]([N:10]2[CH:11]=[N:12][N:13]=[CH:14]2)=[CH:6][C:5]=1[C:15]([F:18])([F:17])[F:16] |f:1.2|. Reported procedure: The following compound, m.p. 196°-8°, was prepared similarly to the previous Preparation using 4-(4-nitro-3-trifluoromethylphenyl)-1,2,4-triazole and 5% palladised charcoal/H2 as the starting materials: ##STR137## Starting materials: ClC1=C(C(=CC(=C1)OC=1C=CC2=C(N(N=N2)C(C=NO)C)C1)F)C(F)(F)F (6-[(2-chloro-α,α,α,6-tetrafluoro-p-tolyl)oxy]-α-methyl-1H-benzotriazole-1-acetaldehyde oxime). The solvent is C(C)(=O)OC(C)=O (acetic anhydride). Conditions: time 20 hour. Yields the product ClC1=C(C(=CC(=C1)OC=1C=CC2=C(N(N=N2)C(C#N)C)C1)F)C(F)(F)F (6-[(2-chloro-α,α,α,6-tetrafluoro-p-tolyl)oxy]-α-methyl-1H-benzotriazole-1-acetonitrile). Reaction SMILES: [Cl:1][C:2]1[CH:7]=[C:6]([O:8][C:9]2[CH:10]=[CH:11][C:12]3[N:16]=[N:15][N:14]([CH:17]([CH3:21])[CH:18]=[N:19]O)[C:13]=3[CH:22]=2)[CH:5]=[C:4]([F:23])[C:3]=1[C:24]([F:27])([F:26])[F:25]>C(OC(=O)C)(=O)C>[Cl:1][C:2]1[CH:7]=[C:6]([O:8][C:9]2[CH:10]=[CH:11][C:12]3[N:16]=[N:15][N:14]([CH:17]([CH3:21])[C:18]#[N:19])[C:13]=3[CH:22]=2)[CH:5]=[C:4]([F:23])[C:3]=1[C:24]([F:27])([F:26])[F:25]. Procedure: A solution of 6-[(2-chloro-α,α,α,6-tetrafluoro-p-tolyl)oxy]-α-methyl-1H-benzotriazole-1-acetaldehyde oxime (5.0 g, 0.012 mol) in acetic anhydride is allowed to stand at 22° C. for 20 hours and concentrated in vacuo to give an oil residue. The residue is chromatographed on silica gel using chloroform as eluant to afford the title compound (I), 2.0 g, mp 118°-119° C., identified by elemental and NMR analyses and the title compound (II), 2.1 g, mp 95°-97° C., identified by elemental and NMR analyse... Starting materials: [N+](=O)([O-])C=1C=C2C=CNC2=CC1 (5-nitroindole), BrCC(=O)O (2-bromoaceticacid), ester. Product: [N+](=O)([O-])C=1C=C2C=CN(C2=CC1)CC(=O)OC(C)(C)C (5-Nitro-1H-indole-1-acetic acid, 1,1-dimethylethyl ester). As a reaction SMILES: [N+:1]([C:4]1[CH:5]=[C:6]2[C:10](=[CH:11][CH:12]=1)[NH:9][CH:8]=[CH:7]2)([O-:3])=[O:2].Br[CH2:14][C:15]([OH:17])=[O:16]>>[N+:1]([C:4]1[CH:5]=[C:6]2[C:10](=[CH:11][CH:12]=1)[N:9]([CH2:14][C:15]([O:17][C:6]([CH3:10])([CH3:7])[CH3:5])=[O:16])[CH:8]=[CH:7]2)([O-:3])=[O:2]. Procedure: Prepared according to the method of Example 15a) from 5-nitroindole (0.207 g) and 2-bromoaceticacid, 1,1 -diemthylethyl ester (0.23 ml) to leave sub-title compound as a yellow oily solid (0.29 g). The reactants are O=c1c(C(F)(F)F)c(O)ccn1CC1CC1, CN(C)C=O, O=P(Br)(Br)Br. Product: O=c1c(C(F)(F)F)c(Br)ccn1CC1CC1. Reaction SMILES: [CH:6]1([CH2:9][n:10]2[c:11](=[O:21])[c:12]([C:17]([F:18])([F:19])[F:20])[c:13]([OH:16])[cH:14][cH:15]2)[CH2:7][CH2:8]1.[O:22]=[CH:23][N:24]([CH3:25])[CH3:26].[P:1]([Br:2])([Br:3])([Br:4])=[O:5]>>[Br:3][c:13]1[c:12]([C:17]([F:18])([F:19])[F:20])[c:11](=[O:21])[n:10]([CH2:9][CH:6]2[CH2:7][CH2:8]2)[cH:15][cH:14]1. Run in CCOC(=O)C (EtOAc). Reported procedure: A mixture of 2-(1-azidoethyl)-3-phenyl-1-(toluene-4-sulfonyl)-1H-indole (1.34 g, 3.22 mmol) and 10% Pd/C (200 mg) in EtOAc (80 mL) was degassed with a stream of nitrogen and stirred at RT under a hydrogen atmosphere for 20 h. The suspension was then filtered and the filtrate was concentrated in vacuo. The resulting residue was purified by column chromatography (Si—PCC, gradient 0-10% MeOH in DCM) affording 1-[3-Phenyl-1-(toluene-4-sulfonyl)-1H-indol-2-yl]ethylamine as a white solid (960 mg, 76%)... Conditions: time 20 hour. Reaction SMILES: [N:1]([CH:4]([C:6]1[N:7]([S:21]([C:24]2[CH:29]=[CH:28][C:27]([CH3:30])=[CH:26][CH:25]=2)(=[O:23])=[O:22])[C:8]2[C:13]([C:14]=1[C:15]1[CH:20]=[CH:19][CH:18]=[CH:17][CH:16]=1)=[CH:12][CH:11]=[CH:10][CH:9]=2)[CH3:5])=[N+]=[N-]>CCOC(C)=O.[Pd]>[C:15]1([C:14]2[C:13]3[C:8](=[CH:9][CH:10]=[CH:11][CH:12]=3)[N:7]([S:21]([C:24]3[CH:25]=[CH:26][C:27]([CH3:30])=[CH:28][CH:29]=3)(=[O:22])=[O:23])[C:6]=2[CH:4]([NH2:1])[CH3:5])[CH:16]=[CH:17][CH:18]=[CH:19][CH:20]=1. The reagents and catalysts are [Pd] (Pd/C). Yield: 76.3%. The reactants are N(=[N+]=[N-])C(C)C=1N(C2=CC=CC=C2C1C1=CC=CC=C1)S(=O)(=O)C1=CC=C(C=C1)C (2-(1-azidoethyl)-3-phenyl-1-(toluene-4-sulfonyl)-1H-indole). Product: C1(=CC=CC=C1)C1=C(N(C2=CC=CC=C12)S(=O)(=O)C1=CC=C(C=C1)C)C(C)N (1-[3-Phenyl-1-(toluene-4-sulfonyl)-1H-indol-2-yl]ethylamine). The product is CC1OC2=C(C1)C(=CC(=C2C)C)C (2,4,6,7-tetramethyl-2,3-dihydro-1-benzofuran), product. The yield is 69.0%. Reported procedure: Concentrated hydrochloric acid (130 mL) was added to a solution of ethanol (520 mL) containing 2,3,5-trimethyl-6-prop-2-en-1-ylphenol (52.0 g, 295 mmol) synthesized in Reference Example 51, and the mixture was heated to reflux for 16 hours. The reaction solution was neutralized with a sodium hydrogencarbonate aqueous solution, and then the mixture was extracted using ethyl acetate. The organic layer was washed with saturated saline, and then dried using anhydrous magnesium sulfate. The solvent w... The reactants are Cl (hydrochloric acid), C(O)([O-])=O.[Na+] (sodium hydrogencarbonate), CC1=C(C(=C(C=C1C)C)CC=C)O (2,3,5-trimethyl-6-prop-2-en-1-ylphenol). As a reaction SMILES: Cl.[CH3:2][C:3]1[C:8]([CH3:9])=[CH:7][C:6]([CH3:10])=[C:5]([CH2:11][CH:12]=[CH2:13])[C:4]=1[OH:14].C(=O)([O-])O.[Na+]>C(O)C>[CH3:13][CH:12]1[CH2:11][C:5]2[C:6]([CH3:10])=[CH:7][C:8]([CH3:9])=[C:3]([CH3:2])[C:4]=2[O:14]1 |f:2.3|. The solvent is C(C)O (ethanol). Starting materials: CS(=O)(=O)OCCCCOC1=CC2=C(C(OC(N2)=O)(C)C)C=C1 (7-(4-methanesulfonyloxy-butoxy)-4,4-dimethyl-4H-3,1-benzoxazin-2-one), C(C)(=O)NC1=CC=C(C=C1)S (4-acetamido-thiophenol). Product: C(C)(=O)NC1=CC=C(C=C1)SCCCCOC1=CC2=C(C(OC(N2)=O)(C)C)C=C1 (7-[4-(4-Acetamido-phenylmercapto)-butoxy]-4,4-dimethyl-4H-3,1-benzoxazin-2-one). Reaction SMILES: CS(O[CH2:6][CH2:7][CH2:8][CH2:9][O:10][C:11]1[CH:23]=[CH:22][C:14]2[C:15]([CH3:21])([CH3:20])[O:16][C:17](=[O:19])[NH:18][C:13]=2[CH:12]=1)(=O)=O.[C:24]([NH:27][C:28]1[CH:33]=[CH:32][C:31]([SH:34])=[CH:30][CH:29]=1)(=[O:26])[CH3:25]>>[C:24]([NH:27][C:28]1[CH:33]=[CH:32][C:31]([S:34][CH2:6][CH2:7][CH2:8][CH2:9][O:10][C:11]2[CH:23]=[CH:22][C:14]3[C:15]([CH3:20])([CH3:21])[O:16][C:17](=[O:19])[NH:18][C:13]=3[CH:12]=2)=[CH:30][CH:29]=1)(=[O:26])[CH3:25]. Reported procedure: Prepared analogously to Example 210 from 7-(4-methanesulfonyloxy-butoxy)-4,4-dimethyl-4H-3,1-benzoxazin-2-one and 4-acetamido-thiophenol. The reactants are O=Cc1cccc(Br)c1, OB(O)c1cccs1, COc1cc(OC)c(-c2cc3ccccc3s2)cc1C=O. Product: O=Cc1cccc(-c2cccs2)c1. RXN SMILES: [Br:1][c:2]1[cH:3][c:4]([CH:5]=[O:6])[cH:7][cH:8][cH:9]1.[s:10]1[c:11]([B:15]([OH:16])[OH:17])[cH:12][cH:13][cH:14]1.[s:18]1[c:19](-[c:20]2[c:21]([O:22][CH3:23])[cH:24][c:25]([O:26][CH3:27])[c:28]([CH:30]=[O:31])[cH:29]2)[cH:32][c:33]2[cH:34][cH:35][cH:36][cH:37][c:38]12>>[c:2]1(-[c:11]2[s:10][cH:14][cH:13][cH:12]2)[cH:3][c:4]([CH:5]=[O:6])[cH:7][cH:8][cH:9]1. The reactants are CN(CCCl)C (2-dimethylaminoethyl chloride), O (water), [N+](=O)([O-])C=1C=CC2=C(NC(CO2)=O)C1 (6-nitro-2H-1,4-benzoxazin-3(4H)-one), [H-].[Na+] (NaH). Run in C1(=CC=CC=C1)C (toluene), C1CCOC1 (THF). The product is CN(CCN1C(COC2=C1C=C(C=C2)[N+](=O)[O-])=O)C (4-(2-Dimethylaminoethyl)-6-nitro-2H-1,4-benzoxazin-3(4H)-one). Isolated yield 71.4%. RXN SMILES: [N+:1]([C:4]1[CH:5]=[CH:6][C:7]2[O:12][CH2:11][C:10](=[O:13])[NH:9][C:8]=2[CH:14]=1)([O-:3])=[O:2].[H-].[Na+].[CH3:17][N:18]([CH3:22])[CH2:19][CH2:20]Cl.O>C1COCC1.C1(C)C=CC=CC=1>[CH3:17][N:18]([CH3:22])[CH2:19][CH2:20][N:9]1[C:8]2[CH:14]=[C:4]([N+:1]([O-:3])=[O:2])[CH:5]=[CH:6][C:7]=2[O:12][CH2:11][C:10]1=[O:13] |f:1.2|. Procedure: To a suspension of 6-nitro-2H-1,4-benzoxazin-3(4H)-one (J. Med. Chem. 1989, 32, 1627-1630) (1 g, 5.7 mmol) in dry THF (20 ml) at 0° C. under argon, was added NaH (0.16 g, 5.7 mmol, 80% dispersion in mineral oil). A solution of 2-dimethylaminoethyl chloride (2.3 g, 20.8 mmol) in dry toluene (15 ml) was added and the reaction mixture heated under reflux for 19 hr. After cooling, water was added dropwise until effervescence had ceased, then the mixture was separated and the aqueous further extracte...